This data is from the Open Reaction Database (ORD), a public repository of structured organic reaction records. The task is: describe an organic reaction: reactants, conditions, products, and yield The reactants are [OH-].[Li+] (lithium hydroxide), C(C)(=O)C1=C(C(=C(OCCCOC2=C(C3=C(C(CC(O3)(C)CCC(=O)OC)=O)C=C2)CCC)C=C1)CCC)O (methyl 3-[7-[3-(4-acetyl-3-hydroxy-2-propylphenoxy)propoxy]-3,4-dihydro-2-methyl-4-oxo-8-propyl-2H-1-benzopyran-2-yl]propanoate). The solvent is O (water), O1CCCC1 (tetrahydrofuran), CO (methanol). Reaction conditions: time 3 hour. Yields the product C(C)(=O)C1=C(C(=C(OCCCOC2=C(C3=C(C(CC(O3)(C)CCC(=O)O)=O)C=C2)CCC)C=C1)CCC)O (3-[7-[3-(4-acetyl-3-hydroxy-2-propylphenoxy)propoxy]-3,4-dihydro-2-methyl-4-oxo-8-propyl-2H-1-benzopyran-2-yl]propanoic acid). Isolated yield 89.1%. RXN SMILES: [OH-].[Li+].[C:3]([C:6]1[CH:37]=[CH:36][C:9]([O:10][CH2:11][CH2:12][CH2:13][O:14][C:15]2[CH:32]=[CH:31][C:18]3[C:19](=[O:30])[CH2:20][C:21]([CH2:24][CH2:25][C:26]([O:28]C)=[O:27])([CH3:23])[O:22][C:17]=3[C:16]=2[CH2:33][CH2:34][CH3:35])=[C:8]([CH2:38][CH2:39][CH3:40])[C:7]=1[OH:41])(=[O:5])[CH3:4]>O.O1CCCC1.CO>[C:3]([C:6]1[CH:37]=[CH:36][C:9]([O:10][CH2:11][CH2:12][CH2:13][O:14][C:15]2[CH:32]=[CH:31][C:18]3[C:19](=[O:30])[CH2:20][C:21]([CH2:24][CH2:25][C:26]([OH:28])=[O:27])([CH3:23])[O:22][C:17]=3[C:16]=2[CH2:33][CH2:34][CH3:35])=[C:8]([CH2:38][CH2:39][CH3:40])[C:7]=1[OH:41])(=[O:5])[CH3:4] |f:0.1|. Procedure details: A solution of 0.5 g (19.5 mmole) of lithium hydroxide in 10 ml of water was added to a solution of 2.2 g (3.9 mmole) of the title compound of Example 6 in 25 ml of tetrahydrofuran and 20 ml of methanol. After the reaction mixture was stirred for 3 hours at room temperature, the solvent was evaporated and water was added to the residue. After extracting with a small amount of diethyl ether, the aqueous layer was acidified with dilute hydrochloric acid and allowed to stand in the cold overnight. T...